From a dataset of the Open Reaction Database (ORD), a public repository of structured organic reaction records. describe an organic reaction: reactants, conditions, products, and yield The reactants are C1(O)=CC(O)=CC=C1 (resorcinol), C=CC=C (butadiene), OP(=O)(O)O (H3PO4). Run in C1(=CC=CC=C1)C (toluene). Run at temperature 100 celsius. Product: OC1=CC2=C(CCC(O2)C)C=C1 (2,3-Dihydro-7-hydroxy-2-methyl-4H-1-benzopyran). The yield is 80.8%. Reaction SMILES: [C:1]1([CH:8]=[CH:7][CH:6]=[C:4]([OH:5])[CH:3]=1)[OH:2].[CH2:9]=[CH:10][CH:11]=[CH2:12].OP(O)(O)=O>C1(C)C=CC=CC=1>[OH:2][C:1]1[CH:8]=[CH:7][C:6]2[CH2:9][CH2:10][CH:11]([CH3:12])[O:5][C:4]=2[CH:3]=1. Reported procedure: A 100 ml autoclave was charged wtih 20 g of resorcinol, 12 g of butadiene, 4 ml of H3PO4 and 60 ml of toluene, and purged with nitrogen. The mixture was then heated at 100° C. for 3.5 hours. The crude product was purified by column chromatography to give 24.1 g (yield 82%) of the desired product as a brown liquid. The reactants are C(C)(=O)O (acetic acid), C(=O)N(C1=C(C=C(C(=O)OC)C=C1)OC)CC(C)=O (methyl 4-[formyl-(2-oxopropyl)amino]-3-methoxybenzoate), C(C)(=O)[O-].[NH4+] (ammonium acetate), N (ammonia). Run in C(C)(=O)OCC (Ethyl acetate). Yields the product COC=1C=C(C(=O)OC)C=CC1N1C=NC(=C1)C (methyl 3-methoxy-4-(4-methyl-1H-imidazol-1-yl)benzoate). Isolated yield 62.4%. As a reaction SMILES: C(O)(=O)C.[CH:5]([N:7]([CH2:20][C:21](=O)[CH3:22])[C:8]1[CH:17]=[CH:16][C:11]([C:12]([O:14][CH3:15])=[O:13])=[CH:10][C:9]=1[O:18][CH3:19])=O.C([O-])(=O)C.[NH4+:28].N>C(OCC)(=O)C>[CH3:19][O:18][C:9]1[CH:10]=[C:11]([CH:16]=[CH:17][C:8]=1[N:7]1[CH:20]=[C:21]([CH3:22])[N:28]=[CH:5]1)[C:12]([O:14][CH3:15])=[O:13] |f:2.3|. Reported procedure: An acetic acid (255 mL) solution of methyl 4-[formyl-(2-oxopropyl)amino]-3-methoxybenzoate (118 g) and ammonium acetate (172 g) was heat-stirred at 140° C. for one hour. After the completion of reaction, the reaction liquid was neutralized with aqueous ammonia under cooling with ice. Ethyl acetate was added to the reaction liquid to separate an organic layer. The resultant organic layer was dried with anhydrous magnesium sulfate and filtered on a silica gel pad, followed by concentrating the fil... Starting materials: CCCI, CN(C)C=O, COc1ccc2c(C3=CCNCC3)c[nH]c2c1, [Na+], [Na+], O=C([O-])[O-], O. Product: CCCN1CC=C(c2c[nH]c3cc(OC)ccc23)CC1. Reaction SMILES: [CH2:29]([CH2:30][CH3:31])[I:32].[CH3:18][N:19]([CH3:20])[CH:21]=[O:22].[CH3:1][O:2][c:3]1[cH:4][cH:5][c:6]2[c:7]([C:12]3=[CH:17][CH2:16][NH:15][CH2:14][CH2:13]3)[cH:8][nH:9][c:10]2[cH:11]1.[Na+:23].[Na+:24].[O-:25][C:26](=[O:27])[O-:28].[OH2:33]>>[CH3:1][O:2][c:3]1[cH:4][cH:5][c:6]2[c:7]([C:12]3=[CH:17][CH2:16][N:15]([CH2:29][CH2:30][CH3:31])[CH2:14][CH2:13]3)[cH:8][nH:9][c:10]2[cH:11]1. Starting materials: CC(C)CC(C(=O)O)C(O)C(=O)O, O=C(OC(=O)C(F)(F)F)C(F)(F)F. Yields the product COC(=O)C(O)C(CC(C)C)C(=O)O. Reaction SMILES: [C:1](=[O:2])([OH:3])[CH:4]([CH:5]([C:6](=[O:7])[OH:8])[OH:9])[CH2:10][CH:11]([CH3:12])[CH3:13].[F:14][C:15]([F:16])([F:17])[C:18]([O:19][C:20](=[O:21])[C:22]([F:23])([F:24])[F:25])=[O:26]>>[C:1](=[O:2])([OH:3])[CH:4]([CH:5]([C:6](=[O:7])[O:8][CH3:15])[OH:9])[CH2:10][CH:11]([CH3:12])[CH3:13]. Reactants: CON(CC(=O)O)C(=C1C(=O)Nc2ccc(C(C)=O)cc21)c1ccccc1, CO, Cl, [Na+], [OH-]. The product is CC(=O)c1ccc2c(c1)C(=C(NCC(=O)O)c1ccccc1)C(=O)N2. Reaction SMILES: [C:1]([CH3:2])(=[O:3])[c:4]1[cH:5][c:6]2[c:10]([cH:11][cH:12]1)[NH:9][C:8](=[O:13])[C:7]2=[C:14]([c:15]1[cH:16][cH:17][cH:18][cH:19][cH:20]1)[N:21]([CH2:22][C:23](=[O:24])[OH:25])[O:26][CH3:27].[CH3:28][OH:29].[ClH:30].[Na+:32].[OH-:31]>>[C:1]([CH3:2])(=[O:3])[c:4]1[cH:5][c:6]2[c:10]([cH:11][cH:12]1)[NH:9][C:8](=[O:13])[C:7]2=[C:14]([c:15]1[cH:16][cH:17][cH:18][cH:19][cH:20]1)[NH:21][CH2:22][C:23](=[O:24])[OH:25]. Starting materials: [Al+3], ClCCl, O=C(Cl)CC1CCCC1, [Cl-], [Cl-], [Cl-], CSc1cccc(Cl)c1Cl. Yields the product CSc1ccc(C(=O)CC2CCCC2)c(Cl)c1Cl. As a reaction SMILES: [Al+3:21].[CH2:24]([Cl:25])[Cl:26].[CH:11]1([CH2:16][C:17](=[O:18])[Cl:19])[CH2:12][CH2:13][CH2:14][CH2:15]1.[Cl-:20].[Cl-:22].[Cl-:23].[Cl:1][c:2]1[c:3]([S:9][CH3:10])[cH:4][cH:5][cH:6][c:7]1[Cl:8]>>[Cl:1][c:2]1[c:3]([S:9][CH3:10])[cH:4][cH:5][c:6]([C:17]([CH2:16][CH:11]2[CH2:12][CH2:13][CH2:14][CH2:15]2)=[O:18])[c:7]1[Cl:8].